The task is: describe an organic reaction: reactants, conditions, products, and yield. This data is from the Open Reaction Database (ORD), a public repository of structured organic reaction records. The reactants are BrC=1OC(=CC1)C(C[N+](=O)[O-])SC1=CC=CC=C1 (2-bromo-5-(2-nitro-1-phenylsulfanylethyl)furan), O (water), [OH-].[Na+] (NaOH). Reagents/catalysts: [Zn] (Zinc), [Zn] (zinc). Solvent: C(C)(=O)O (acetic acid), Cl (hydrochloric acid). Conditions: temperature 80 celsius. The product is BrC1=CC=C(O1)C(CN)SC1=CC=CC=C1 (2-(5-Bromofuran-2-yl)-2-phenylsulfanylethylamine). As a reaction SMILES: [Br:1][C:2]1[O:3][C:4]([CH:7]([S:12][C:13]2[CH:18]=[CH:17][CH:16]=[CH:15][CH:14]=2)[CH2:8][N+:9]([O-])=O)=[CH:5][CH:6]=1.O.[OH-].[Na+]>C(O)(=O)C.Cl.[Zn]>[Br:1][C:2]1[O:3][C:4]([CH:7]([S:12][C:13]2[CH:14]=[CH:15][CH:16]=[CH:17][CH:18]=2)[CH2:8][NH2:9])=[CH:5][CH:6]=1 |f:2.3|. Procedure: Zinc powder (0.80 g, 0.01224 mol) was added to 2-bromo-5-(2-nitro-1-phenylsulfanylethyl)furan (0.60 g, 0.001828 mol) dissolved in the mixture of glacial acetic acid (24 ml) and concentrated hydrochloric acid (2.4 ml) at 80° C. in nitrogen atmosphere. The mixture was heated at 80° C. for 2.5 h. Then, 0.40 g (0.00612 mol) of zinc powder was added and the mixture was heated for 1 h. The reaction mixture was cooled and 36 ml of water was added. pH was adjusted to 9 by 2.5 M NaOH. The product was ext... Reactants: CCOC(=O)C(Cc1ccc(OCc2nc(C(C)(C)C)oc2C)c2ccsc12)OCC, C1CCOC1, CCOC(C)=O, CCO, [Na+], [OH-]. The product is CCOC(Cc1ccc(OCc2nc(C(C)(C)C)oc2C)c2ccsc12)C(=O)O. As a reaction SMILES: [CH2:1]([CH3:2])[O:3][C:4]([CH:5]([CH2:6][c:7]1[cH:8][cH:9][c:10]([O:16][CH2:17][c:18]2[n:19][c:20]([C:24]([CH3:25])([CH3:26])[CH3:27])[o:21][c:22]2[CH3:23])[c:11]2[c:12]1[s:13][cH:14][cH:15]2)[O:28][CH2:29][CH3:30])=[O:31].[CH2:40]1[O:41][CH2:42][CH2:43][CH2:44]1.[CH3:34][CH2:35][O:36][C:37]([CH3:38])=[O:39].[CH3:45][CH2:46][OH:47].[Na+:33].[OH-:32]>>[O:3]=[C:4]([CH:5]([CH2:6][c:7]1[cH:8][cH:9][c:10]([O:16][CH2:17][c:18]2[n:19][c:20]([C:24]([CH3:25])([CH3:26])[CH3:27])[o:21][c:22]2[CH3:23])[c:11]2[c:12]1[s:13][cH:14][cH:15]2)[O:28][CH2:29][CH3:30])[OH:31]. Reactants: C([O-])([O-])=O.[K+].[K+] (potassium carbonate), BrCCCCCC\C=C/CCCCCCCC(=O)O (Z-16-bromohexadec-9-enoic acid). Run in CN1C(CCC1)=O (N-methylpyrrolidone), CN1C(CCC1)=O (N-methylpyrrolidone). Yields the product O1C(CCCCCCC\C=C/CCCCCC1)=O (10Z-oxacydoheptadec-10-en-2-one). Isolated yield 51.2%. RXN SMILES: C(=O)([O-])[O-].[K+].[K+].Br[CH2:8][CH2:9][CH2:10][CH2:11][CH2:12][CH2:13]/[CH:14]=[CH:15]\[CH2:16][CH2:17][CH2:18][CH2:19][CH2:20][CH2:21][CH2:22][C:23]([OH:25])=[O:24]>CN1CCCC1=O>[O:24]1[CH2:8][CH2:9][CH2:10][CH2:11][CH2:12][CH2:13][CH:14]=[CH:15][CH2:16][CH2:17][CH2:18][CH2:19][CH2:20][CH2:21][CH2:22][C:23]1=[O:25] |f:0.1.2|. Procedure details: 40 g (0.29 mol) of potassium carbonate were suspended in finely pulverized form in 600 mg of N-methylpyrrolidone. 49 g (0.147 mol) of Z-16-bromohexadec-9-enoic acid in 300 ml of N-methylpyrrolidone were added dropwise within 6 hours. A standard work up was effected; bulb-tube distillation and recrystallization gave 19 g (51%) of 10Z-oxacydoheptadec-10-en-2-one were obtained having the following characteristics: Z/E=98/2;